This data is from the Open Reaction Database (ORD), a public repository of structured organic reaction records. The task is: describe an organic reaction: reactants, conditions, products, and yield Product: ClC1=C(C=CC(=C1)Cl)C(CN1C=NC=C1)NC(=NC(=O)NCC1=CC=C(C=C1)Cl)NC1=CC=C(C=C1)Cl (N-[1-(2,4-Dichlorophenyl)-2-(imidazol-1-yl)-ethyl]-N′-(4-chlorophenyl)-N″-(4-chlorophenylmethylamino)carbonylguanidine). The solvent is CCOCC (ether), C1CCOC1 (THF). Conditions: time 2 hour. Reaction SMILES: [Cl:1][C:2]1[CH:7]=[C:6]([Cl:8])[CH:5]=[CH:4][C:3]=1[CH:9]([NH:16][C:17]([NH:19][C:20]1[CH:25]=[CH:24][C:23]([Cl:26])=[CH:22][CH:21]=1)=[NH:18])[CH2:10][N:11]1[CH:15]=[CH:14][N:13]=[CH:12]1.[C:27]([N:34]1[CH:38]=[CH:37]N=C1)(N1C=CN=C1)=[O:28].[Cl:39][C:40]1[CH:45]=[CH:44]C(CN)=[CH:42][CH:41]=1.Cl>C1COCC1.CCOCC>[Cl:1][C:2]1[CH:7]=[C:6]([Cl:8])[CH:5]=[CH:4][C:3]=1[CH:9]([NH:16][C:17]([NH:19][C:20]1[CH:21]=[CH:22][C:23]([Cl:26])=[CH:24][CH:25]=1)=[N:18][C:27]([NH:34][CH2:38][C:37]1[CH:44]=[CH:45][C:40]([Cl:39])=[CH:41][CH:42]=1)=[O:28])[CH2:10][N:11]1[CH:15]=[CH:14][N:13]=[CH:12]1. Reported procedure: To a stirred solution of N-[1-(2,4-dichlorophenyl)-2-(imidazol-1-yl)-ethyl]-N′-(4-chlorophenyl)guanidine of Example 231 (step B) in THF was added carbonyldimidazole. The reaction mixture was allowed to stir at rt for 2 h, then 4-chlorophenylmethylamine was added. This was allowed to stir at rt for 18 h. The solvent was removed and the residue partitioned between EtOAc and ammonium chloride solution. The organic layer was separated, dried, concentrated, and purified by silica gel column chromatog... The reactants are Cl (HCl), ClC1=C(C=CC(=C1)Cl)C(CN1C=NC=C1)NC(=N)NC1=CC=C(C=C1)Cl (N-[1-(2,4-dichlorophenyl)-2-(imidazol-1-yl)-ethyl]-N′-(4-chlorophenyl)guanidine), C(=O)(N1C=NC=C1)N1C=NC=C1 (carbonyldimidazole), ClC1=CC=C(C=C1)CN (4-chlorophenylmethylamine).